From a dataset of the Open Reaction Database (ORD), a public repository of structured organic reaction records. describe an organic reaction: reactants, conditions, products, and yield As a reaction SMILES: [CH3:1][S:2]([NH:5][C:6]([C:8]1[CH:9]=[C:10]([CH:15]=[CH:16][CH:17]=1)[C:11]([O:13]C)=[O:12])=[O:7])(=[O:4])=[O:3].[OH-].[Na+]>CO.O>[CH3:1][S:2]([NH:5][C:6]([C:8]1[CH:9]=[C:10]([CH:15]=[CH:16][CH:17]=1)[C:11]([OH:13])=[O:12])=[O:7])(=[O:4])=[O:3] |f:1.2|. The product is CS(=O)(=O)NC(=O)C=1C=C(C(=O)O)C=CC1 (3-(methylsulfonylcarbamoyl)benzoic acid). Reported procedure: Methyl 3-(methylsulfonylcarbamoyl)benzoate (700 mg, 2.72 mmol) was dissolved in methanol at 25° C. with stirring then 1.0 N NaOH (5.56 mL, 5.56 mmol) was added. The reaction mixture was stirred for 20 hours, diluted with water, and the methanol removed in vacuo. The aqueous was washed with diethyl ether (2×) then acidified to pH=3 with 1N HCl. The resulting solution was extracted with ethyl acetate to give 3-(methylsulfonylcarbamoyl)benzoic acid (285 mg, 1.12 mmol, 42% yield). MS found: (M+H)+=2... The reactants are CS(=O)(=O)NC(=O)C=1C=C(C(=O)OC)C=CC1 (Methyl 3-(methylsulfonylcarbamoyl)benzoate), [OH-].[Na+] (NaOH). Isolated yield 41.2%. The solvent is CO (methanol), O (water).